The task is: describe an organic reaction: reactants, conditions, products, and yield. This data is from the Open Reaction Database (ORD), a public repository of structured organic reaction records. Starting materials: N1C=NC=C1 (Imidazole), OC[C@H](C(=O)OC)C (Methyl (R)-(−)-3-hydroxy-2-methylpropionate), [Si](C1=CC=CC=C1)(C1=CC=CC=C1)(C(C)(C)C)Cl (tert-butyldiphenysilyl chloride). The solvent is ClCCl (dichloromethane), ClCCl (dichloromethane). Conditions: time 3 hour. Yields the product C(C)(C)(C)[Si](OC[C@H](C(=O)OC)C)(C1=CC=CC=C1)C1=CC=CC=C1 (methyl (R)-3-(tert-butyl-diphenyl-silanyloxy)-2-methyl-propionate). As a reaction SMILES: [OH:1][CH2:2][C@@H:3]([CH3:8])[C:4]([O:6][CH3:7])=[O:5].N1C=CN=C1.[Si:14](Cl)([C:27]([CH3:30])([CH3:29])[CH3:28])([C:21]1[CH:26]=[CH:25][CH:24]=[CH:23][CH:22]=1)[C:15]1[CH:20]=[CH:19][CH:18]=[CH:17][CH:16]=1>ClCCl>[C:27]([Si:14]([C:21]1[CH:26]=[CH:25][CH:24]=[CH:23][CH:22]=1)([C:15]1[CH:16]=[CH:17][CH:18]=[CH:19][CH:20]=1)[O:1][CH2:2][C@@H:3]([CH3:8])[C:4]([O:6][CH3:7])=[O:5])([CH3:30])([CH3:28])[CH3:29]. Procedure: Methyl (R)-(−)-3-hydroxy-2-methylpropionate (0.82 g, 6.92 mmol) (Aldrich) was dissolved in dichloromethane (8 mL, dried over molecular sieves). Imidazole (0.67 g, 9.68 mmol) (Aldrich) was added. When all had dissolved, tert-butyldiphenysilyl chloride (1.80 mL, 6.92 mmol) (Aldrich) was added and the mixture was stirred at ambient temperature for 3 hours. The reaction was diluted with additional dichloromethane, washed with water and brine, dried over anhydrous sodium sulfate and concentrated to g... The reactants are Cl (hydrochloric acid), C(CCCCC)SC(C(=O)[O-])C1=CC=CC=C1 (α-hexylthio-phenylacetate), NC=1C(=NC(=CC1SC)C)SC (3-amino-2,4-bis(methylthio)-6-methyl-pyridine), solution, C[Al](C)C (trimethylaluminum). Run in C(Cl)Cl (methylene chloride), C1(=CC=CC=C1)C (toluene). Product: CSC1=NC(=CC(=C1NC(C(SCCCCCC)C1=CC=CC=C1)=O)SC)C (N-[2,4-bis(methylthio)-6-methyl-3-pyridyl]-α-hexylthio-phenylacetamide). The yield is 7.6%. RXN SMILES: [CH2:1]([S:7][CH:8]([C:12]1[CH:17]=[CH:16][CH:15]=[CH:14][CH:13]=1)[C:9]([O-:11])=O)[CH2:2][CH2:3][CH2:4][CH2:5][CH3:6].[NH2:18][C:19]1[C:20]([S:28][CH3:29])=[N:21][C:22]([CH3:27])=[CH:23][C:24]=1[S:25][CH3:26].C[Al](C)C.Cl>C(Cl)Cl.C1(C)C=CC=CC=1>[CH3:29][S:28][C:20]1[C:19]([NH:18][C:9](=[O:11])[CH:8]([C:12]2[CH:17]=[CH:16][CH:15]=[CH:14][CH:13]=2)[S:7][CH2:1][CH2:2][CH2:3][CH2:4][CH2:5][CH3:6])=[C:24]([S:25][CH3:26])[CH:23]=[C:22]([CH3:27])[N:21]=1. Procedure: To a stirred solution α-hexylthio-phenylacetate (204 mg) and 3-amino-2,4-bis(methylthio)-6-methyl-pyridine (146 mg) in methylene chloride (5 ml) was added dropwise 2M solution of trimethylaluminum in toluene (0.4 ml), and the mixture was refluxed for 16 hours. After cooling to 0° it was acidified slowly with 1N hydrochloric acid, and extracted with ethyl acetate twice. The combined extracts were washed with water and brine, dried (magnesium sulfate) and evaporated to give a solid residue. It was... Reactants: ClC1=C2C(=NC=C1C(=O)OCC)N(N=C2)CC (4-chloro-1-ethyl-1H-pyrazolo[3,4-b]pyridine-5-carboxylic acid, ethyl ester), [C-]#N.[Na+] (sodium cyanide), [C-]#N (cyanide), [C-]#N.[Na+] (sodium cyanide). Reagents/catalysts: [Cl-].C(CCC)[N+](CCCC)(CCCC)CCCC (tetrabutylammonium chloride). Solvent: CN(C)C=O (DMF), C(C)O (ethanol), O (water). Reaction conditions: temperature 60 celsius, time 10 minute. Yields the product C(#N)C1=C2C(=NC=C1C(=O)OCC)N(N=C2)CC (4-Cyano-1-ethyl-1H-pyrazolo[3,4-b]pyridine-5-carboxylic acid, ethyl ester). The yield is 40.0%. As a reaction SMILES: Cl[C:2]1[C:7]([C:8]([O:10][CH2:11][CH3:12])=[O:9])=[CH:6][N:5]=[C:4]2[N:13]([CH2:16][CH3:17])[N:14]=[CH:15][C:3]=12.[C-:18]#[N:19].[Na+].[C-]#N>CN(C=O)C.C(O)C.[Cl-].C([N+](CCCC)(CCCC)CCCC)CCC.O>[C:18]([C:2]1[C:7]([C:8]([O:10][CH2:11][CH3:12])=[O:9])=[CH:6][N:5]=[C:4]2[N:13]([CH2:16][CH3:17])[N:14]=[CH:15][C:3]=12)#[N:19] |f:1.2,6.7|. Reported procedure: To a solution of 4-chloro-1-ethyl-1H-pyrazolo[3,4-b]pyridine-5-carboxylic acid, ethyl ester (10.0 g, 39.5 mmol) in DMF (50 mL) and ethanol (10 mL) was added either sodium cyanide (3.9 g, 80.0 mmol) or tetrabutylarimonium cyanide (11.8 g, 1.1 eq) or tetrabutylammonium chloride (14.7 g, 1.0 eq) and sodium cyanide (2.4 g, 1.2 eq) together. This solution or suspension was warmed up to 60° C. until reaction was completed as judged by TLC. The reaction mixture was then diluted with water (200 mL) and ... The reactants are [O-][I+3]([O-])([O-])[O-], [Na+], C1CCOC1, O, CC(C)(C)OC(=O)NC1CC(O)(CO)COC1c1cc(F)c(F)cc1F. The product is CC(C)(C)OC(=O)NC1CC(=O)COC1c1cc(F)c(F)cc1F. RXN SMILES: [I+3:27]([O-:28])([O-:29])([O-:30])[O-:31].[Na+:32].[O:33]1[CH2:34][CH2:35][CH2:36][CH2:37]1.[OH2:38].[OH:1][C:2]1([CH2:25][OH:26])[CH2:3][CH:4]([NH:17][C:18]([O:19][C:20]([CH3:21])([CH3:22])[CH3:23])=[O:24])[CH:5]([c:8]2[c:9]([F:16])[cH:10][c:11]([F:15])[c:12]([F:14])[cH:13]2)[O:6][CH2:7]1>>[O:1]=[C:2]1[CH2:3][CH:4]([NH:17][C:18]([O:19][C:20]([CH3:21])([CH3:22])[CH3:23])=[O:24])[CH:5]([c:8]2[c:9]([F:16])[cH:10][c:11]([F:15])[c:12]([F:14])[cH:13]2)[O:6][CH2:7]1. The reactants are BrCC1=CC(=CC=C1)CBr (α,α'-dibromo-m-xylene), C(C)(C)NC(C)C (di-isopropylamine), C(CCC)[Li] (butyl-lithium), C(C)(=O)OC(C)(C)C (t-butyl acetate), ice water. The solvent is CN(P(=O)(N(C)C)N(C)C)C (hexamethylphosphoramide), O1CCCC1 (tetrahydrofuran), O1CCCC1 (tetrahydrofuran). Reaction conditions: time 0.5 hour. The product is BrCC=1C=C(C=CC1)CCC(=O)OC(C)(C)C (t-butyl 3-(3-bromomethylphenyl)propionate). Reaction SMILES: C(NC(C)C)(C)C.C([Li])CCC.[C:13]([O:16][C:17]([CH3:20])([CH3:19])[CH3:18])(=[O:15])[CH3:14].[Br:21][CH2:22][C:23]1[CH:28]=[CH:27][CH:26]=[C:25]([CH2:29]Br)[CH:24]=1>O1CCCC1.CN(C)P(N(C)C)(N(C)C)=O>[Br:21][CH2:22][C:23]1[CH:24]=[C:25]([CH2:29][CH2:14][C:13]([O:16][C:17]([CH3:20])([CH3:19])[CH3:18])=[O:15])[CH:26]=[CH:27][CH:28]=1. Procedure: A solution of di-isopropylamine (4.04 g) and butyl-lithium (25 ml, 1.60 M in hexane) in dry tetrahydrofuran (40.0 ml), stirred at -78° under dry nitrogen, was treated over 5 minutes with t-butyl acetate (4.64 g). To this solution was added, over 5 minutes, a solution of α,α'-dibromo-m-xylene (11.60 g) and dry hexamethylphosphoramide (1.42 g) in dry tetrahydrofuran (8.0 ml). The resulting yellow solution was stirred at -78° for 1/2 hour, then allowed to warm to room temperature over 3 hours. Exce... Reactants: CO, [Na+], [OH-], O, CCCCCCC(Cc1cc2cc(OCCCNc3ccccn3)ccc2[nH]1)C(=O)OC. The product is CCCCCCC(Cc1cc2cc(OCCCNc3ccccn3)ccc2[nH]1)C(=O)O. RXN SMILES: [CH3:35][OH:36].[Na+:34].[OH-:33].[OH2:37].[n:1]1[c:2]([NH:7][CH2:8][CH2:9][CH2:10][O:11][c:12]2[cH:13][c:14]3[cH:15][c:16]([CH2:21][CH:22]([C:23](=[O:24])[O:25][CH3:26])[CH2:27][CH2:28][CH2:29][CH2:30][CH2:31][CH3:32])[nH:17][c:18]3[cH:19][cH:20]2)[cH:3][cH:4][cH:5][cH:6]1>>[n:1]1[c:2]([NH:7][CH2:8][CH2:9][CH2:10][O:11][c:12]2[cH:13][c:14]3[cH:15][c:16]([CH2:21][CH:22]([C:23](=[O:24])[OH:25])[CH2:27][CH2:28][CH2:29][CH2:30][CH2:31][CH3:32])[nH:17][c:18]3[cH:19][cH:20]2)[cH:3][cH:4][cH:5][cH:6]1. Reactants: FC1=C(C(=CC=C1)F)C=1OC(=C(N1)C(=O)N)C1=CC=C(C=C1)O (2-(2,6-difluorophenyl)-5-(4-hydroxyphenyl)oxazole-4-carboxamide), ClCC1CN(CCO1)CC1=CC=CC=C1 (2-chloromethyl-4-benzylmorpholine), ( 2 ). The reagents and catalysts are [Pd] (Pd). Solvent: CO (MeOH). The product is FC1=C(C(=CC=C1)F)C=1OC(=C(N1)C(=O)N)C1=CC=C(C=C1)OCC1CNCCO1 (2-(2,6-difluorophenyl)-5-(4-(morpholin-2-ylmethoxy)phenyl)oxazole-4-carboxamide). Reaction SMILES: [F:1][C:2]1[CH:7]=[CH:6][CH:5]=[C:4]([F:8])[C:3]=1[C:9]1[O:10][C:11]([C:17]2[CH:22]=[CH:21][C:20]([OH:23])=[CH:19][CH:18]=2)=[C:12]([C:14]([NH2:16])=[O:15])[N:13]=1.Cl[CH2:25][CH:26]1[O:31][CH2:30][CH2:29][N:28](CC2C=CC=CC=2)[CH2:27]1>CO.[Pd]>[F:1][C:2]1[CH:7]=[CH:6][CH:5]=[C:4]([F:8])[C:3]=1[C:9]1[O:10][C:11]([C:17]2[CH:18]=[CH:19][C:20]([O:23][CH2:25][CH:26]3[O:31][CH2:30][CH2:29][NH:28][CH2:27]3)=[CH:21][CH:22]=2)=[C:12]([C:14]([NH2:16])=[O:15])[N:13]=1. Procedure: The title compound was prepared by alkylation of 2-(2,6-difluorophenyl)-5-(4-hydroxyphenyl)oxazole-4-carboxamide with 2-chloromethyl-4-benzylmorpholine, according to the procedure described in example S-1, step b, followed by subsequent deprotection using the H-cube hydrogenation system (full H2 mode, 10% Pd\C catalyst, 1 ml/min, 0.05M in MeOH, 70° C.). 1H NMR (DMSO) δ 2.59-2.70 (2H, m), 2.90-3.00 (2H, m), 3.41-3.51 (1H, m), 3.69-3.79 (2H, m), 4.00 (2H, d), 7.05-7.15 (2H, m), 7.35-7.45 (2H, m), ... Reactants: IC=1C=C(C=CC1)CC#N (3-iodophenylacetonitrile), ClCCOCCCl (bis-(2-chloroethyl)ether), Cl (HCl). The reagents and catalysts are [Br-].C(CCCCCCCCCCCCCCC)[P+](CCCC)(CCCC)CCCC (hexadecyltributylphosphonium bromide). The solvent is [OH-].[Na+] (sodium hydroxide). Reaction conditions: time 1 hour. Yields the product C(#N)C1(CCOCC1)C1=CC(=CC=C1)I (4-Cyano-4-(3-iodophenyl)-3,4,5,6-tetrahydro-2H-pyran). The yield is 76.0%. RXN SMILES: [I:1][C:2]1[CH:3]=[C:4]([CH2:8][C:9]#[N:10])[CH:5]=[CH:6][CH:7]=1.Cl[CH2:12][CH2:13][O:14][CH2:15][CH2:16]Cl.Cl>[Br-].C([P+](CCCC)(CCCC)CCCC)CCCCCCCCCCCCCCC.[OH-].[Na+]>[C:9]([C:8]1([C:4]2[CH:5]=[CH:6][CH:7]=[C:2]([I:1])[CH:3]=2)[CH2:16][CH2:15][O:14][CH2:13][CH2:12]1)#[N:10] |f:3.4,5.6|. Procedure details: A mixture of 3-iodophenylacetonitrile (2.43 g, 10 mmol), bis-(2-chloroethyl)ether (1.57 g, 11 mmol), hexadecyltributylphosphonium bromide (250 mg, 0.5 mmol) and 50% aqueous sodium hydroxide (20 ml) was stirred vigorously for 1 h at room temperature. The mixture was neutralized with 6 N aqueous HCl, transferred to a separatory funnel and extracted with ethyl acetate (50 ml×3). The combined extracts were washed with 2 N aqueous HCl (50 ml), water (50 ml) and brine (50 ml), dried (MgSO4) and concen...